This data is from the Open Reaction Database (ORD), a public repository of structured organic reaction records. The task is: describe an organic reaction: reactants, conditions, products, and yield Starting materials: FC1=C(C=C(C=C1)F)[N+](=O)[O-] (2,5-difluoro-nitrobenzene), ClC1=C(C=C(C=C1)F)[N+](=O)[O-] (2-chloro-5-fluoronitro-benzene), NC1CCN(CC1)C(=O)OCC (ethyl 4-amino-1-piperidine carboxylate), ClC1=C(C=C(C=C1)F)[N+](=O)[O-] (2-chloro-5-fluoronitrobenzene), C([O-])([O-])=O.[Na+].[Na+] (sodium carbonate). Run in CCOC(=O)C.CCCCCC (EtOAc hexane), CCOC(=O)C (EtOAc), C1(CCCCC1)O (cyclohexanol). The product is C(C)OC(=O)N1CCC(CC1)NC1=C(C=C(C=C1)F)[N+](=O)[O-] (1-ethoxycarbonyl-4-(4-fluoro-2-nitroanilino)-piperidine). RXN SMILES: [NH2:1][CH:2]1[CH2:7][CH2:6][N:5]([C:8]([O:10][CH2:11][CH3:12])=[O:9])[CH2:4][CH2:3]1.Cl[C:14]1[CH:19]=[CH:18][C:17]([F:20])=[CH:16][C:15]=1[N+:21]([O-:23])=[O:22].C(=O)([O-])[O-].[Na+].[Na+].FC1C=CC(F)=CC=1[N+]([O-])=O>C1(O)CCCCC1.CCOC(C)=O.CCOC(C)=O.CCCCCC>[CH2:11]([O:10][C:8]([N:5]1[CH2:4][CH2:3][CH:2]([NH:1][C:14]2[CH:19]=[CH:18][C:17]([F:20])=[CH:16][C:15]=2[N+:21]([O-:23])=[O:22])[CH2:7][CH2:6]1)=[O:9])[CH3:12] |f:2.3.4,8.9|. Procedure details: A solution of ethyl 4-amino-1-piperidine carboxylate (9.0 g, 52 mmol.) and 2-chloro-5-fluoronitrobenzene (10.3 g, 58 mmol.) in cyclohexanol (30 mL) containing powdered sodium carbonate (6.1 g, 57 mmol.) was refluxed (>160° C.) for 30 hours or until no further reaction was indicated by tlc (30% EtOAc/hexane). (Alternatively, 2,5-difluoro-nitrobenzene can be used in place of the 2-chloro-5-fluoronitro-benzene). The deep reddish reaction mixture was cooled and diluted with EtOAc. This solution was ... The reactants are C1(CCCCC1)C=1C=2C=CC(=CC2N2C1C1=C(CN(CC2)CCN(C)C)C=C(C=C1)OC)C(=O)OC (methyl 14-cyclohexyl-6-[2-(dimethylamino)ethyl]-3-methoxy-5,6,7,8-tetrahydroindolo[2,1-a][2,5]benzodiazocine-11-carboxylate), solution. The solvent is O1CCOCC1 (dioxane), [OH-].[Na+] (NaOH). Conditions: temperature 60 celsius, time 3 hour. The product is C1(CCCCC1)C=1C=2C=CC(=CC2N2C1C1=C(CN(CC2)CCN(C)C)C=C(C=C1)OC)C(=O)O (14-cyclohexyl-6-[2-(dimethylamino)ethyl]-3-methoxy-5,6,7,8-tetrahydroindolo[2,1-a][2,5]benzodiazocine-11-carboxylic acid). Isolated yield 28.0%. As a reaction SMILES: [CH:1]1([C:7]2[C:8]3[CH:9]=[CH:10][C:11]([C:33]([O:35]C)=[O:34])=[CH:12][C:13]=3[N:14]3[CH2:21][CH2:20][N:19]([CH2:22][CH2:23][N:24]([CH3:26])[CH3:25])[CH2:18][C:17]4[CH:27]=[C:28]([O:31][CH3:32])[CH:29]=[CH:30][C:16]=4[C:15]=23)[CH2:6][CH2:5][CH2:4][CH2:3][CH2:2]1>O1CCOCC1.[OH-].[Na+]>[CH:1]1([C:7]2[C:8]3[CH:9]=[CH:10][C:11]([C:33]([OH:35])=[O:34])=[CH:12][C:13]=3[N:14]3[CH2:21][CH2:20][N:19]([CH2:22][CH2:23][N:24]([CH3:25])[CH3:26])[CH2:18][C:17]4[CH:27]=[C:28]([O:31][CH3:32])[CH:29]=[CH:30][C:16]=4[C:15]=23)[CH2:6][CH2:5][CH2:4][CH2:3][CH2:2]1 |f:2.3|. Reported procedure: The crude methyl 14-cyclohexyl-6-[2-(dimethylamino)ethyl]-3-methoxy-5,6,7,8-tetrahydroindolo[2,1-a][2,5]benzodiazocine-11-carboxylate was dissolved in dioxane (0.06 M) and to that solution 10 eq of an aqueous solution of NaOH (2N) were added. The solution was stirred at 60° C. for 3 h. The solvent was evaporated in vacuo. The crude was then purified by automated RP-MS-HPLC (stationary phase: column Waters XTERRA prep. C18, 5 um, 19×100 mm. Mobile phase: MeCN/H2O buffered with 0.1% TFA). Fraction...